This data is from the Open Reaction Database (ORD), a public repository of structured organic reaction records. The task is: describe an organic reaction: reactants, conditions, products, and yield The reactants are C([O-])([O-])=O.[Na+].[Na+].C([O-])(O)=O.[Na+] (sodium carbonate sodium bicarbonate). The solvent is O (water), O (water). The product is C([O-])([O-])=O.[Na+].[Na+] (sodium carbonate), C([O-])(O)=O.[Na+] (sodium bicarbonate). As a reaction SMILES: [C:1](=[O:4])([O-:3])[O-:2].[Na+:5].[Na+].[C:7](=[O:10])([OH:9])[O-:8].[Na+]>O>[C:1](=[O:2])([O-:4])[O-:3].[Na+:5].[Na+:5].[C:7](=[O:8])([OH:10])[O-:9].[Na+:5] |f:0.1.2.3.4,6.7.8,9.10|. Procedure details: A process according to claim 8, wherein the step of providing sodium carbonate/sodium bicarbonate in water comprises providing about 5 w/o of each providing sodium carbonate and sodium bicarbonate in water. The reactants are CCOC(=O)C1(c2ccc(-c3ccc(-c4onc(C)c4C4OC4CCc4ccccc4)cc3)cc2)CC1, CCOC(C)=O, O, c1ccccc1. Product: CCOC(=O)C1(c2ccc(-c3ccc(-c4onc(C)c4CC(=O)CCc4ccccc4)cc3)cc2)CC1. RXN SMILES: [CH2:1]([CH3:2])[O:3][C:4](=[O:5])[C:6]1([c:9]2[cH:10][cH:11][c:12](-[c:15]3[cH:16][cH:17][c:18](-[c:21]4[c:22]([CH:27]5[O:28][CH:29]5[CH2:30][CH2:31][c:32]5[cH:33][cH:34][cH:35][cH:36][cH:37]5)[c:23]([CH3:26])[n:24][o:25]4)[cH:19][cH:20]3)[cH:13][cH:14]2)[CH2:7][CH2:8]1.[CH3:44][CH2:45][O:46][C:47]([CH3:48])=[O:49].[OH2:50].[cH:38]1[cH:39][cH:40][cH:41][cH:42][cH:43]1>>[CH2:1]([CH3:2])[O:3][C:4](=[O:5])[C:6]1([c:9]2[cH:10][cH:11][c:12](-[c:15]3[cH:16][cH:17][c:18](-[c:21]4[c:22]([CH2:27][C:29](=[O:28])[CH2:30][CH2:31][c:32]5[cH:33][cH:34][cH:35][cH:36][cH:37]5)[c:23]([CH3:26])[n:24][o:25]4)[cH:19][cH:20]3)[cH:13][cH:14]2)[CH2:7][CH2:8]1.